Dataset: the Open Reaction Database (ORD), a public repository of structured organic reaction records. Task: describe an organic reaction: reactants, conditions, products, and yield The reactants are CCN(C(C)C)C(C)C, Fc1ccc(C(c2ccc(F)cc2)N2CCNCC2)cc1, O=S(=O)(CCCCCCCl)NCCCO. Product: O=S(=O)(CCCCCCN1CCN(C(c2ccc(F)cc2)c2ccc(F)cc2)CC1)NCCCO. RXN SMILES: [CH2:37]([N:38]([CH:39]([CH3:40])[CH3:41])[CH:42]([CH3:43])[CH3:44])[CH3:45].[F:1][c:2]1[cH:3][cH:4][c:5]([CH:8]([N:9]2[CH2:10][CH2:11][NH:12][CH2:13][CH2:14]2)[c:15]2[cH:16][cH:17][c:18]([F:21])[cH:19][cH:20]2)[cH:6][cH:7]1.[OH:22][CH2:23][CH2:24][CH2:25][NH:26][S:27](=[O:28])(=[O:29])[CH2:30][CH2:31][CH2:32][CH2:33][CH2:34][CH2:35][Cl:36]>>[F:1][c:2]1[cH:3][cH:4][c:5]([CH:8]([N:9]2[CH2:10][CH2:11][N:12]([CH2:35][CH2:34][CH2:33][CH2:32][CH2:31][CH2:30][S:27]([NH:26][CH2:25][CH2:24][CH2:23][OH:22])(=[O:28])=[O:29])[CH2:13][CH2:14]2)[c:15]2[cH:16][cH:17][c:18]([F:21])[cH:19][cH:20]2)[cH:6][cH:7]1. Starting materials: CCOC(=O)C(Cl)OCC, Cl, NNCc1ccccc1F, [Na+], C1COCCO1, [OH-], O. The product is CCOC(=O)C=NNCc1ccccc1F. As a reaction SMILES: [Cl:12][CH:13]([C:14](=[O:15])[O:16][CH2:17][CH3:18])[O:19][CH2:20][CH3:21].[ClH:11].[F:1][c:2]1[c:3]([CH2:4][NH:5][NH2:6])[cH:7][cH:8][cH:9][cH:10]1.[Na+:23].[O:25]1[CH2:26][CH2:27][O:28][CH2:29][CH2:30]1.[OH-:22].[OH2:24]>>[F:1][c:2]1[c:3]([CH2:4][NH:5][N:6]=[CH:13][C:14](=[O:15])[O:16][CH2:17][CH3:18])[cH:7][cH:8][cH:9][cH:10]1. The reactants are C(#N)C=CC(=O)OC (methyl 3-cyano-acrylate), CC(C)O (2-propanol), ON1C(C=2C(C1=O)=CC=CC2)=O (N-hydroxyphthalimide), C(C)#N (acetonitrile), O=O (oxygen). Reported procedure: A mixture of 3 mmol of methyl 3-cyano-acrylate, 30 mmol of 2-propanol, 0.6 mmol of N-hydroxyphthalimide, 0.003 mmol of cobalt(II) acetate, 0.03 mmol of acetylacetonatocobalt(III), and 1 ml of acetonitrile was stirred at 70° C. in an oxygen atmosphere (1 atm) for 8 hours. A reaction mixture was subjected to column chromatography on a silica gel to yield β-cyano-α-hydroxy-γ,γ-dimethyl-γ-butyrolactone in a yield of 68%. The product is C(#N)C1C(C(=O)OC1(C)C)O (β-cyano-α-hydroxy-γ,γ-dimethyl-γ-butyrolactone). Reaction SMILES: C(C=[CH:4][C:5]([O:7]C)=O)#N.[CH3:9][CH:10]([OH:12])[CH3:11].[OH:13]N1C(=O)C2=CC=CC=C2C1=O.O=O.[C:27](#[N:29])[CH3:28]>C([O-])(=O)C.[Co+2].C([O-])(=O)C>[C:27]([CH:28]1[C:10]([CH3:11])([CH3:9])[O:12][C:4](=[O:13])[CH:5]1[OH:7])#[N:29] |f:5.6.7|. The reagents and catalysts are C(C)(=O)[O-].[Co+2].C(C)(=O)[O-] (cobalt(II) acetate). The yield is 68.0%. The reactants are C(OC1=CC=C(C2=C1NC(S2)=O)C(C)=O)(OCC2=CC=CC=C2)=O (7-acetyl-2-oxo-2,3-dihydro-1,3-benzothiazol-4-yl benzyl carbonate), [Br-].[Br-].[Br-].C1(=CC=CC=C1)[N+](C)(C)C.C1(=CC=CC=C1)[N+](C)(C)C.C1(=CC=CC=C1)[N+](C)(C)C (phenyltrimethylammonium tribromide). Solvent: C1CCOC1 (THF), O (water). Reaction conditions: temperature 80 celsius. Product: C(OCC1=CC=CC=C1)(OC1=CC=C(C2=C1NC(S2)=O)C(CBr)=O)=O (Benzyl 7-(bromoacetyl)-2-oxo-2,3-dihydro-1,3-benzothiazol-4-yl carbonate). Yield: 86.5%. As a reaction SMILES: [C:1](=[O:24])([O:16][CH2:17][C:18]1[CH:23]=[CH:22][CH:21]=[CH:20][CH:19]=1)[O:2][C:3]1[C:8]2[NH:9][C:10](=[O:12])[S:11][C:7]=2[C:6]([C:13](=[O:15])[CH3:14])=[CH:5][CH:4]=1.[Br-:25].[Br-].[Br-].C1([N+](C)(C)C)C=CC=CC=1.C1([N+](C)(C)C)C=CC=CC=1.C1([N+](C)(C)C)C=CC=CC=1>C1COCC1.O>[C:1](=[O:24])([O:2][C:3]1[C:8]2[NH:9][C:10](=[O:12])[S:11][C:7]=2[C:6]([C:13](=[O:15])[CH2:14][Br:25])=[CH:5][CH:4]=1)[O:16][CH2:17][C:18]1[CH:23]=[CH:22][CH:21]=[CH:20][CH:19]=1 |f:1.2.3.4.5.6|. Reported procedure: To a solution of 7-acetyl-2-oxo-2,3-dihydro-1,3-benzothiazol-4-yl benzyl carbonate (280 mg) in dry THF (20 ml) stirring under nitrogen, was added phenyltrimethylammonium tribromide (330 mg). The mixture was heated at 80° C. for 2 h and then diluted with water, extracted with ethyl acetate, dried (MgSO4), filtered, and evaporated in vacuo. The residue was purified on a 40 g silica biotage cartridge and eluted with 20% ethyl acetate-cyclohexane to give the title compound (186 mg). LCMS RT=3.43 min...